This data is from the Open Reaction Database (ORD), a public repository of structured organic reaction records. The task is: describe an organic reaction: reactants, conditions, products, and yield The reactants are [Al+3], C1CCOC1, COc1cccc2c1C(=O)OC2, ClCCl, [H-], [H-], [H-], [H-], [Li+], O. Yields the product COc1cccc(CO)c1CO. Reaction SMILES: [Al+3:14].[CH2:23]1[O:24][CH2:25][CH2:26][CH2:27]1.[CH3:1][O:2][c:3]1[cH:4][cH:5][cH:6][c:7]2[c:11]1[C:10](=[O:12])[O:9][CH2:8]2.[Cl:20][CH2:21][Cl:22].[H-:13].[H-:16].[H-:17].[H-:18].[Li+:15].[OH2:19]>>[CH3:1][O:2][c:3]1[cH:4][cH:5][cH:6][c:7]([CH2:8][OH:9])[c:11]1[CH2:10][OH:12]. Starting materials: N1=CC=CC=C1 (Pyridine), C(=O)(C(F)(F)F)OC(=O)C(F)(F)F (TFAA), ClC=1C(=NC=CN1)NCC(=O)[C@@H]1C=C([C@H]2OC(O[C@H]21)(C)C)COC(C2=CC=CC=C2)(C2=CC=CC=C2)C2=CC=CC=C2 (2-(3-chloropyrazin-2-ylamino)-1-((3aS,4R,6aR)-2,2-dimethyl-6-(trityloxymethyl)-4,6a-dihydro-3aH-cyclopenta[d][1,3]dioxol-4-yl)ethanone), C(=O)(C(F)(F)F)O (TFA). The solvent is C1(=CC=CC=C1)C (toluene), C1(=CC=CC=C1)C (toluene). Run at temperature 0 celsius, time 30 minute. Yields the product ClC=1C=2N(C=CN1)C(=CN2)[C@@H]2C=C([C@H]1OC(O[C@H]12)(C)C)COC(C1=CC=CC=C1)(C1=CC=CC=C1)C1=CC=CC=C1 (8-chloro-3-((3aS,4S,6aR)-2,2-dimethyl-6-(trityloxymethyl)-4,6a-dihydro-3aH-cyclopenta[d][1,3]dioxol-4-yl)imidazo[1,2-a]pyrazine). Reaction SMILES: [Cl:1][C:2]1[C:3]([NH:8][CH2:9][C:10]([C@H:12]2[C@H:19]3[C@H:15]([O:16][C:17]([CH3:21])([CH3:20])[O:18]3)[C:14]([CH2:22][O:23][C:24]([C:37]3[CH:42]=[CH:41][CH:40]=[CH:39][CH:38]=3)([C:31]3[CH:36]=[CH:35][CH:34]=[CH:33][CH:32]=3)[C:25]3[CH:30]=[CH:29][CH:28]=[CH:27][CH:26]=3)=[CH:13]2)=O)=[N:4][CH:5]=[CH:6][N:7]=1.N1C=CC=CC=1.C(O)(C(F)(F)F)=O.C(OC(C(F)(F)F)=O)(C(F)(F)F)=O>C1(C)C=CC=CC=1>[Cl:1][C:2]1[C:3]2[N:4]([C:10]([C@H:12]3[C@H:19]4[C@H:15]([O:16][C:17]([CH3:20])([CH3:21])[O:18]4)[C:14]([CH2:22][O:23][C:24]([C:25]4[CH:30]=[CH:29][CH:28]=[CH:27][CH:26]=4)([C:31]4[CH:36]=[CH:35][CH:34]=[CH:33][CH:32]=4)[C:37]4[CH:42]=[CH:41][CH:40]=[CH:39][CH:38]=4)=[CH:13]3)=[CH:9][N:8]=2)[CH:5]=[CH:6][N:7]=1. Procedure: 2-(3-chloropyrazin-2-ylamino)-1-((3aS,4R,6aR)-2,2-dimethyl-6-(trityloxymethyl)-4,6a-dihydro-3aH-cyclopenta[d][1,3]dioxol-4-yl)ethanone (1-7) (401 mg, 0.69 mmol, 1 equiv) was dissolved in toluene (5.1 mL) and cooled to 0° C. Pyridine (0.67 mL, 8.27 mmol, 12 equiv) was added followed by TFA (0.37 mL, 4.82 mmol, 7 equiv). After 30 minutes, TFAA (0.68 mL, 4.82 mmol, 7 equiv) was added. The resulting mixture was allowed to warm to 15° C. and stirred for 20 h. The reaction was diluted with toluene, wa... Starting materials: CC(C)=O, CN=C=S, NS(=O)(=O)C(F)(F)F, [Na+], [OH-], O. Yields the product CNC(=S)NS(=O)(=O)C(F)(F)F. Reaction SMILES: [CH3:15][C:16](=[O:17])[CH3:18].[CH3:1][N:2]=[C:3]=[S:4].[F:5][C:6]([S:7](=[O:8])(=[O:9])[NH2:10])([F:11])[F:12].[Na+:14].[OH-:13].[OH2:19]>>[CH3:1][NH:2][C:3](=[S:4])[NH:10][S:7]([C:6]([F:5])([F:11])[F:12])(=[O:8])=[O:9]. Reactants: N1=CC=CC=C1 (pyridine), CC1=C(C=C(C(=C1)OC)N)O (2-methyl-4-methoxy-5-aminophenol), CS(=O)(=O)Cl (methanesulfonyl chloride). The solvent is O (water). Reaction conditions: time 1 hour. Yields the product S(C)(=O)(=O)OC1=C(C=C(C(=C1)NS(=O)(=O)C)OC)C (2-methyl-4-methoxy-5-mesylaminophenyl mesylate). Yield: 175.7%. Reaction SMILES: N1C=CC=CC=1.[CH3:7][C:8]1[CH:13]=[C:12]([O:14][CH3:15])[C:11]([NH2:16])=[CH:10][C:9]=1[OH:17].[CH3:18][S:19](Cl)(=[O:21])=[O:20]>O>[S:19]([O:17][C:9]1[CH:10]=[C:11]([NH:16][S:19]([CH3:18])(=[O:21])=[O:20])[C:12]([O:14][CH3:15])=[CH:13][C:8]=1[CH3:7])(=[O:21])(=[O:20])[CH3:18]. Reported procedure: 20 ml of pyridine was cooled to 0° C. and 2.10 g (3.70 mmol) of 2-methyl-4-methoxy-5-aminophenol and 5.3 g (46.2 mmol) of methanesulfonyl chloride were added thereto. The mixture was adjusted to room temperature followed by stirring for 1 hour. Then 200 ml of water was poured thereto and the mixture was extracted with 300 ml of chloroform, and the extra was washed with 2N hydrochloric acid and a saturated aqueous solution of sodium hydrogencarbonate and dried over anhydrous Glauber's salt. After... Reactants: CN(C)CC1(CCOCC1)C1=CC=C(C=C1)O (4-(4-Dimethylaminomethyl-tetrahydro-pyran-4-yl)-phenol), ClCCCN(C)C(C)C ((3-chloro-propyl)-isopropyl-methyl-amine), C(=O)([O-])[O-].[K+].[K+] (K2CO3). Run in CN(C)C=O (DMF). The product is CN(C)CC1(CCOCC1)C1=CC=C(OCCCN(C)C(C)C)C=C1 ({3-[4-(4-Dimethylaminomethyltetrahydropyran-4-yl)phenoxy]-propyl}isopropylmethylamine). Yield: 26.9%. Reaction SMILES: [CH3:1][N:2]([CH2:4][C:5]1([C:11]2[CH:16]=[CH:15][C:14]([OH:17])=[CH:13][CH:12]=2)[CH2:10][CH2:9][O:8][CH2:7][CH2:6]1)[CH3:3].Cl[CH2:19][CH2:20][CH2:21][N:22]([CH:24]([CH3:26])[CH3:25])[CH3:23].C([O-])([O-])=O.[K+].[K+]>CN(C=O)C>[CH3:3][N:2]([CH2:4][C:5]1([C:11]2[CH:16]=[CH:15][C:14]([O:17][CH2:19][CH2:20][CH2:21][N:22]([CH:24]([CH3:26])[CH3:25])[CH3:23])=[CH:13][CH:12]=2)[CH2:6][CH2:7][O:8][CH2:9][CH2:10]1)[CH3:1] |f:2.3.4|. Procedure: 4-(4-Dimethylaminomethyl-tetrahydro-pyran-4-yl)-phenol (500 mg, 2.13 mmol), (3-chloro-propyl)-isopropyl-methyl-amine (318 mg, 2,13 mmol), DMF (10 ml) and K2CO3 (1.18 g, 8.52 mmol) were reacted together according to general procedure B. Purification by chromatography on silica, eluant DCM:MeOH:NH3 (96:3:1) provided the title compound (200 mg, 43%) as a white solid. 1H NMR (400 MHz, CDCl3) δ7.20 (d, 2H), 6.87 (d, 2H), 4.00 (t, 2H), 3.75 (dt, 2H), 3.55 (td, 2H), 2.83 (sep, 1H), 2.55 (t, 2H), 2.40 (...